describe an organic reaction: reactants, conditions, products, and yield From a dataset of the Open Reaction Database (ORD), a public repository of structured organic reaction records. The reactants are O=C([O-])[O-], CC(=O)O, O=S(=O)(c1ccc(Cl)cc1)C(c1cc(F)ccc1F)c1cc(NCC[N+]2([O-])CCOCC2)ncc1Cl, [Fe], [K+], [K+], O. The product is O=S(=O)(c1ccc(Cl)cc1)C(c1cc(F)ccc1F)c1cc(NCCN2CCOCC2)ncc1Cl. RXN SMILES: [C:37](=[O:38])([O-:39])[O-:40].[CH3:43][C:44](=[O:45])[OH:46].[Cl:1][c:2]1[c:3]([CH:18]([c:19]2[c:20]([F:26])[cH:21][cH:22][c:23]([F:25])[cH:24]2)[S:27](=[O:28])(=[O:29])[c:30]2[cH:31][cH:32][c:33]([Cl:36])[cH:34][cH:35]2)[cH:4][c:5]([NH:8][CH2:9][CH2:10][N+:11]2([O-:17])[CH2:12][CH2:13][O:14][CH2:15][CH2:16]2)[n:6][cH:7]1.[Fe:48].[K+:41].[K+:42].[OH2:47]>>[Cl:1][c:2]1[c:3]([CH:18]([c:19]2[c:20]([F:26])[cH:21][cH:22][c:23]([F:25])[cH:24]2)[S:27](=[O:28])(=[O:29])[c:30]2[cH:31][cH:32][c:33]([Cl:36])[cH:34][cH:35]2)[cH:4][c:5]([NH:8][CH2:9][CH2:10][N:11]2[CH2:12][CH2:13][O:14][CH2:15][CH2:16]2)[n:6][cH:7]1. The reactants are COC(=O)C(C)(C)c1cnc2[nH]c(-c3cc(C)cc(C)c3)c(C(C)COCc3ccccc3)c2c1, CO, Cl, [K+], [OH-]. Yields the product Cc1cc(C)cc(-c2[nH]c3ncc(C(C)(C)C(=O)O)cc3c2C(C)COCc2ccccc2)c1. RXN SMILES: [CH2:1]([c:2]1[cH:3][cH:4][cH:5][cH:6][cH:7]1)[O:8][CH2:9][CH:10]([CH3:11])[c:12]1[c:13](-[c:28]2[cH:29][c:30]([CH3:35])[cH:31][c:32]([CH3:34])[cH:33]2)[nH:14][c:15]2[n:16][cH:17][c:18]([C:21]([C:22](=[O:23])[O:24][CH3:25])([CH3:26])[CH3:27])[cH:19][c:20]12.[CH3:39][OH:40].[ClH:38].[K+:37].[OH-:36]>>[CH2:1]([c:2]1[cH:3][cH:4][cH:5][cH:6][cH:7]1)[O:8][CH2:9][CH:10]([CH3:11])[c:12]1[c:13](-[c:28]2[cH:29][c:30]([CH3:35])[cH:31][c:32]([CH3:34])[cH:33]2)[nH:14][c:15]2[n:16][cH:17][c:18]([C:21]([C:22](=[O:23])[OH:24])([CH3:26])[CH3:27])[cH:19][c:20]12. As a reaction SMILES: [N:1]#[N:2].[CH3:3][O:4][C:5]1[CH:6]=[C:7]2[C:12](=[CH:13][CH:14]=1)[CH:11]=[C:10]([S:15]([NH:18][C@H:19]([C:27]([OH:29])=O)[CH2:20][CH2:21][CH2:22][NH:23][C:24](=[NH:26])[NH2:25])(=[O:17])=[O:16])[CH:9]=[CH:8]2.C(OCC)C.S(Cl)([Cl:37])=O>>[N:1]#[N:2].[CH3:3][O:4][C:5]1[CH:6]=[C:7]2[C:12](=[CH:13][CH:14]=1)[CH:11]=[C:10]([S:15]([NH:18][C@H:19]([C:27]([Cl:37])=[O:29])[CH2:20][CH2:21][CH2:22][NH:23][C:24](=[NH:26])[NH2:25])(=[O:17])=[O:16])[CH:9]=[CH:8]2 |f:0.1,4.5|. Reaction conditions: time 2 hour. The reactants are N#N.COC=1C=C2C=CC(=CC2=CC1)S(=O)(=O)N[C@@H](CCCNC(N)=N)C(=O)O (N2 (6-methoxy-2-naphthylsulfonyl)-L-arginine), S(=O)(Cl)Cl (thionyl chloride), C(C)OCC (ethyl ether). Procedure: A suspension of 2.5 g of N2 -(6-methoxy-2-naphthylsulfonyl)-L-arginine in 20 ml of thionyl chloride was stirred for 2 hours at room temperature. Addition of cold dry ethyl ether resulted in a precipitate which was collected by filtration and washed several times with dry ethyl ether to give N2 -(6-methoxy-2-naphthylsulfonyl)-L-arginyl chloride. The product is N#N.COC=1C=C2C=CC(=CC2=CC1)S(=O)(=O)N[C@@H](CCCNC(N)=N)C(=O)Cl (N2 (6-methoxy-2-naphthylsulfonyl)-L-arginyl chloride). Reactants: COc1cc(C(=O)OCc2ccccc2)c([N+](=O)[O-])cc1OCc1ccccc1, CC#N, [Na+], [Na+], [Na+], [OH-], O, O=S([O-])S(=O)[O-]. Product: COc1cc(C(=O)OCc2ccccc2)c(N)cc1OCc1ccccc1. RXN SMILES: [CH2:1]([c:2]1[cH:3][cH:4][cH:5][cH:6][cH:7]1)[O:8][c:9]1[cH:10][c:11]([N+:27]([O-:28])=[O:29])[c:12]([C:13](=[O:14])[O:15][CH2:16][c:17]2[cH:18][cH:19][cH:20][cH:21][cH:22]2)[cH:23][c:24]1[O:25][CH3:26].[CH3:41][C:42]#[N:43].[Na+:36].[Na+:37].[Na+:40].[OH-:39].[OH2:38].[S:30]([S:31]([O-:32])=[O:33])([O-:34])=[O:35]>>[CH2:1]([c:2]1[cH:3][cH:4][cH:5][cH:6][cH:7]1)[O:8][c:9]1[cH:10][c:11]([NH2:27])[c:12]([C:13](=[O:14])[O:15][CH2:16][c:17]2[cH:18][cH:19][cH:20][cH:21][cH:22]2)[cH:23][c:24]1[O:25][CH3:26]. Isolated yield 77.9%. Reactants: CC1(S(N=C(OC1(C)C)OC1=CC=C(C=C1)[N+](=O)[O-])(=O)=O)C (5,5,6,6-tetramethyl-2-(4-nitrophenoxy)-5,6-dihydro-1,4,3-oxathiazine 4,4-dioxide), N[C@@H](CC(=O)OC)C1=C(C=CC=C1)Cl (methyl (S)-3-amino-3-(2-chlorophenyl)propionate). Procedure details: 200 mg of 5,5,6,6-tetramethyl-2-(4-nitrophenoxy)-5,6-dihydro-1,4,3-oxathiazine 4,4-dioxide and 130 mg of methyl (S)-3-amino-3-(2-chlorophenyl)propionate were dissolved in 5 ml of dichloromethane and 0.52 ml of N,N-diisopropylethylamine, and the mixture was stirred at room temperature for 16 hours. Subsequently, the reaction solution was diluted with 20 ml of dichloromethane and washed repeatedly with 20 ml of 25% aqueous ammonia solution, until the organic phase was colorless. The organic phase ... Yields the product COC(C[C@H](NC=1OC(C(S(N1)(=O)=O)(C)C)(C)C)C1=C(C=CC=C1)Cl)=O ((S)-3-(2-Chlorophenyl)-3-(5,5,6,6-tetramethyl-4,4-dioxo-5,6-dihydro-4H-4lambda*6*-1,4,3-oxathiazin-2-ylamino)propionic acid methyl ester). The solvent is ClCCl (dichloromethane), C(C)(C)N(C(C)C)CC (N,N-diisopropylethylamine), ClCCl (dichloromethane). RXN SMILES: [CH3:1][C:2]1([CH3:22])[C:7]([CH3:9])([CH3:8])[O:6][C:5](OC2C=CC([N+]([O-])=O)=CC=2)=[N:4][S:3]1(=[O:21])=[O:20].[NH2:23][C@H:24]([C:30]1[CH:35]=[CH:34][CH:33]=[CH:32][C:31]=1[Cl:36])[CH2:25][C:26]([O:28][CH3:29])=[O:27]>ClCCl.C(N(CC)C(C)C)(C)C>[CH3:29][O:28][C:26](=[O:27])[CH2:25][C@@H:24]([C:30]1[CH:35]=[CH:34][CH:33]=[CH:32][C:31]=1[Cl:36])[NH:23][C:5]1[O:6][C:7]([CH3:8])([CH3:9])[C:2]([CH3:1])([CH3:22])[S:3](=[O:20])(=[O:21])[N:4]=1. Starting materials: FC1=CN=CC=2C=CC=C(C12)S(=O)(=O)Cl (4-fluoro-5-isoquinolinesulfonyl chloride), C(C)(C)(C)OC(=O)NC1CNCCC1 (3-(tert-butoxycarbonylamino)piperidine). Product: C(C)(C)(C)OC(=O)N[C@@H]1CN(CCC1)S(=O)(=O)C=1C=2C(=CN=CC2C=CC1)F ((S)-3-(tert-Butoxycarbonylamino)-1-(4-fluoro-5-isoquinolinesulfonyl)-piperidine), N[C@@H]1CN(CCC1)S(=O)(=O)C=1C=2C(=CN=CC2C=CC1)F ((S)-3-Amino-1-(4-fluoro-5-isoquinolinesulfonyl)piperidine), Cl (hydrochloride). Yield: 1222.2%. RXN SMILES: [F:1][C:2]1[C:11]2[C:10]([S:12]([Cl:15])(=[O:14])=[O:13])=[CH:9][CH:8]=[CH:7][C:6]=2[CH:5]=[N:4][CH:3]=1.[C:16]([O:20][C:21]([NH:23][CH:24]1[CH2:29][CH2:28][CH2:27][NH:26][CH2:25]1)=[O:22])([CH3:19])([CH3:18])[CH3:17]>>[C:16]([O:20][C:21]([NH:23][C@H:24]1[CH2:29][CH2:28][CH2:27][N:26]([S:12]([C:10]2[C:11]3[C:2]([F:1])=[CH:3][N:4]=[CH:5][C:6]=3[CH:7]=[CH:8][CH:9]=2)(=[O:14])=[O:13])[CH2:25]1)=[O:22])([CH3:19])([CH3:17])[CH3:18].[NH2:23][C@H:24]1[CH2:29][CH2:28][CH2:27][N:26]([S:12]([C:10]2[C:11]3[C:2]([F:1])=[CH:3][N:4]=[CH:5][C:6]=3[CH:7]=[CH:8][CH:9]=2)(=[O:14])=[O:13])[CH2:25]1.[ClH:15]. Procedure: (S)-3-(tert-Butoxycarbonylamino)-1-(4-fluoro-5-isoquinolinesulfonyl)-piperidine (Intermediate 17a) was prepared from 4-fluoro-5-isoquinolinesulfonyl chloride (172 mg) and 3-(tert-butoxycarbonylamino)piperidine (168 mg) according to the method of Example 1-1, Step A, and then used in the method of Example 1-1, Step B in a similar manner to obtain the title compound as hydrochloride (156 mg). Reactants: CCN=C=NCCCN(C)C, CCN(C(C)C)C(C)C, Cc1ccnc(Cl)c1C(=O)O, COc1ccc(N(Cc2cnccc2C)C2CCN(C(C)CCN)CC2)cc1, CN(C)C=O, On1nnc2ccccc21. Product: COc1ccc(N(Cc2cnccc2C)C2CCN(C(C)CCNC(=O)c3c(C)ccnc3Cl)CC2)cc1. RXN SMILES: [CH3:29][CH2:30][N:31]=[C:32]=[N:33][CH2:34][CH2:35][CH2:36][N:37]([CH3:38])[CH3:39].[CH:61]([N:62]([CH2:63][CH3:64])[CH:65]([CH3:66])[CH3:67])([CH3:68])[CH3:69].[Cl:50][c:51]1[c:52]([C:53](=[O:54])[OH:55])[c:56]([CH3:60])[cH:57][cH:58][n:59]1.[NH2:1][CH2:2][CH2:3][CH:4]([CH3:5])[N:6]1[CH2:7][CH2:8][CH:9]([N:12]([CH2:13][c:14]2[cH:15][n:16][cH:17][cH:18][c:19]2[CH3:20])[c:21]2[cH:22][cH:23][c:24]([O:27][CH3:28])[cH:25][cH:26]2)[CH2:10][CH2:11]1.[O:70]=[CH:71][N:72]([CH3:73])[CH3:74].[OH:40][n:41]1[c:42]2[c:43]([cH:44][cH:45][cH:46][cH:47]2)[n:48][n:49]1>>[NH:1]([CH2:2][CH2:3][CH:4]([CH3:5])[N:6]1[CH2:7][CH2:8][CH:9]([N:12]([CH2:13][c:14]2[cH:15][n:16][cH:17][cH:18][c:19]2[CH3:20])[c:21]2[cH:22][cH:23][c:24]([O:27][CH3:28])[cH:25][cH:26]2)[CH2:10][CH2:11]1)[C:53]([c:52]1[c:51]([Cl:50])[n:59][cH:58][cH:57][c:56]1[CH3:60])=[O:54]. The reactants are CCCCO, Cc1ccccc1, O=C(O)C12CC3CC(CC(O)(C3)C1)C2, O=S(=O)(O)O. Yields the product CCCCOC(=O)C12CC3CC(CC(O)(C3)C1)C2. Reaction SMILES: [CH2:15]([CH2:16][CH2:17][CH3:18])[OH:19].[CH3:25][c:26]1[cH:27][cH:28][cH:29][cH:30][cH:31]1.[OH:1][C:2]12[CH2:3][C:4]3([C:12](=[O:13])[OH:14])[CH2:5][CH:6]([CH2:7][CH:8]([CH2:9]1)[CH2:10]3)[CH2:11]2.[S:20](=[O:21])(=[O:22])([OH:23])[OH:24]>>[OH:1][C:2]12[CH2:3][C:4]3([C:12](=[O:13])[O:14][CH2:15][CH2:16][CH2:17][CH3:18])[CH2:5][CH:6]([CH2:7][CH:8]([CH2:9]1)[CH2:10]3)[CH2:11]2. The reactants are C1CSCC=2C=CC=C3[C@H]4[C@@H](N1C23)CCNC4 ((7bR,11aS)-1,2,7b,8,9,10,11,11a-octahydro-4H-pyrido[4,3-b][1,4]thiazepino[6,5,4-hi]indole), ClCCCOC1=CC=C(C=C1)F (1-(3-chloropropoxy)-4-fluorobenzene). Product: FC1=CC=C(OCCCC2CSCC=3C=CC=C4C5C(N2C34)CCNC5)C=C1 (3-(4-fluorophenoxy)propyl-1,2,7b,8,9,10,11,11a-octahydro-4H-pyrido[4,3 b][1,4]thiazepino[6,5,4-hi]indole). As a reaction SMILES: [CH2:1]1[N:12]2[C:13]3[C:9]([C@@H:10]4[CH2:17][NH:16][CH2:15][CH2:14][C@@H:11]42)=[CH:8][CH:7]=[CH:6][C:5]=3[CH2:4][S:3][CH2:2]1.Cl[CH2:19][CH2:20][CH2:21][O:22][C:23]1[CH:28]=[CH:27][C:26]([F:29])=[CH:25][CH:24]=1>>[F:29][C:26]1[CH:27]=[CH:28][C:23]([O:22][CH2:21][CH2:20][CH2:19][CH:1]2[N:12]3[C:13]4[C:9]([CH:10]5[CH2:17][NH:16][CH2:15][CH2:14][CH:11]53)=[CH:8][CH:7]=[CH:6][C:5]=4[CH2:4][S:3][CH2:2]2)=[CH:24][CH:25]=1. Procedure details: The title compound of EXAMPLE 5 was prepared from (7bR,11aS)-1,2,7b,8,9,10,11,11a-octahydro-4H-pyrido[4,3-b][1,4]thiazepino[6,5,4-hi]indole and 1-(3-chloropropoxy)-4-fluorobenzene following the procedure described in EXAMPLE 4. 1H NMR (CDCl3, 300 MHz): δ 7.0-6.78 (m, 6H), 6.65 (t, 1H, J=7.3 Hz), 3.95 (t, 2H, J=6.2 Hz), 3.84 (dd, 2H, J=16.4 Hz), 3.59 (m, 2H), 3.25 (m, 2H), 3.15 (m, 2H), 2.85 (m, 2H), 2.65 (m, 2H), 2.45 (m, 4H), 2.30 (m, 2H) ppm. LRMS (ES)+: 399 (M+H)+. Starting materials: CB1OC([C@H]2N1CCC2)(C2=CC=CC=C2)C2=CC=CC=C2 ((S)-1-methyl-3,3-diphenyl-3a,4,5,6-tetrahydropyrrolo[1,2-c][1,3,2]oxazaborole), C1=CC(=CC=C1C(=O)CBr)F (bromo-4-fluoroacetophenone), Cl (hydrochloric acid). Reaction conditions: temperature 40 celsius, time 2 hour. Run in C(C)(C)(C)OC (methyl t-butyl ether), C(C)(C)(C)OC (methyl t-butyl ether). The product is BrC[C@@H](O)C1=CC=C(C=C1)F ((1S)-2-Bromo-1-(4-fluorophenyl)ethanol). Yield: 100.0%. Reported procedure: Under a nitrogen atmosphere, charge a 30 liter round bottom flask with a solution of (S)-1-methyl-3,3-diphenyl-3a,4,5,6-tetrahydropyrrolo[1,2-c][1,3,2]oxazaborole (1 M in toluene; 44 mL; 44 mmol) at 22° C. Add a solution of borane-N,N-diethylaniline complex (1230 g; 7540 mmol) in methyl t-butyl ether (4.5 L). Heat and maintain the mixture at 40° C. for 30 min. Add a solution of bromo-4-fluoroacetophenone (1640 g; 7530 mmol) in methyl t-butyl ether (4.5 L) drop-wise over 30 min. Stir the mixture ... Reaction SMILES: CB1N2CCC[C@H]2C(C2C=CC=CC=2)(C2C=CC=CC=2)O1.[CH:22]1[C:27]([C:28]([CH2:30][Br:31])=[O:29])=[CH:26][CH:25]=[C:24]([F:32])[CH:23]=1.Cl>C(OC)(C)(C)C>[Br:31][CH2:30][C@H:28]([C:27]1[CH:26]=[CH:25][C:24]([F:32])=[CH:23][CH:22]=1)[OH:29].